This data is from the Open Reaction Database (ORD), a public repository of structured organic reaction records. The task is: describe an organic reaction: reactants, conditions, products, and yield Reactants: crude product, C1(=CC=CC=C1)COC(C1=CC(=CC(=C1)OCCCCCCCCCCCCCCCCCC)O)=O (3-hydroxy-5-(octadecyloxy)benzoic acid phenylmethyl ester), C(C)OCCOCCOCCBr (2-[2-(2-ethoxyethoxy)ethoxy]ethyl bromide), [I-].[Na+] (sodium iodide), C([O-])([O-])=O.[K+].[K+] (potassium carbonate). The solvent is CC(=O)C (acetone), CN(C)C=O (DMF). Product: C1(=CC=CC=C1)COC(C1=CC(=CC(=C1)OCCCCCCCCCCCCCCCCCC)OCCOCCOCCOCC)=O (3-[2-[2-(2-ethoxyethoxy)ethoxy]ethoxy]-5-(octadecyloxy)benzoic acid phenylmethyl ester). Yield: 67.0%. RXN SMILES: [C:1]1([CH2:7][O:8][C:9](=[O:36])[C:10]2[CH:15]=[C:14]([O:16][CH2:17][CH2:18][CH2:19][CH2:20][CH2:21][CH2:22][CH2:23][CH2:24][CH2:25][CH2:26][CH2:27][CH2:28][CH2:29][CH2:30][CH2:31][CH2:32][CH2:33][CH3:34])[CH:13]=[C:12]([OH:35])[CH:11]=2)[CH:6]=[CH:5][CH:4]=[CH:3][CH:2]=1.[CH2:37]([O:39][CH2:40][CH2:41][O:42][CH2:43][CH2:44][O:45][CH2:46][CH2:47]Br)[CH3:38].[I-].[Na+].C(=O)([O-])[O-].[K+].[K+]>CC(C)=O.CN(C=O)C>[C:1]1([CH2:7][O:8][C:9](=[O:36])[C:10]2[CH:15]=[C:14]([O:16][CH2:17][CH2:18][CH2:19][CH2:20][CH2:21][CH2:22][CH2:23][CH2:24][CH2:25][CH2:26][CH2:27][CH2:28][CH2:29][CH2:30][CH2:31][CH2:32][CH2:33][CH3:34])[CH:13]=[C:12]([O:35][CH2:47][CH2:46][O:45][CH2:44][CH2:43][O:42][CH2:41][CH2:40][O:39][CH2:37][CH3:38])[CH:11]=2)[CH:6]=[CH:5][CH:4]=[CH:3][CH:2]=1 |f:2.3,4.5.6|. Reported procedure: A mixture of 2 g (4 mmol) of 3-hydroxy-5-(octadecyloxy)benzoic acid phenylmethyl ester, 3.65 g (15.8 mmol) of 2-[2-(2-ethoxyethoxy)ethoxy]ethyl bromide, 1.2 g (8 mmol) of sodium iodide and 2.2 g (16 mmol) of potassium carbonate in 60 ml of acetone and 30 ml of DMF was stirred at reflux for 40 hours. The usual workup followed by chromatography of the crude product on 200 g of silica gel using 40% ethyl acetate-hexane gave 1.76 g of 3-[2-[2-(2-ethoxyethoxy)ethoxy]ethoxy]-5-(octadecyloxy)benzoic ac... The reactants are [C-]#N, CCCC[N+](CCCC)(CCCC)CCCC, C1CCOC1, CC(C)=O, CN(C(=O)OC(C)(C)C)C(=O)c1c(-c2ccc(F)cc2)nn2c(Cl)cc(Cl)cc12, Fc1c(F)c(F)c(F)c(F)c1F. The product is CN(C(=O)OC(C)(C)C)C(=O)c1c(-c2ccc(F)cc2)nn2c(F)cc(Cl)cc12. As a reaction SMILES: [C-:46]#[N:47].[CH2:48]([N+:49]([CH2:50][CH2:51][CH2:52][CH3:53])([CH2:54][CH2:55][CH2:56][CH3:57])[CH2:58][CH2:59][CH2:60][CH3:61])[CH2:62][CH2:63][CH3:64].[CH2:65]1[O:66][CH2:67][CH2:68][CH2:69]1.[CH3:13][C:14](=[O:15])[CH3:16].[Cl:17][c:18]1[cH:19][c:20]2[n:21]([c:22]([Cl:24])[cH:23]1)[n:25][c:26](-[c:39]1[cH:40][cH:41][c:42]([F:45])[cH:43][cH:44]1)[c:27]2[C:28](=[O:29])[N:30]([C:31]([O:32][C:33]([CH3:34])([CH3:35])[CH3:36])=[O:37])[CH3:38].[F:1][c:2]1[c:3]([F:4])[c:5]([F:6])[c:7]([F:8])[c:9]([F:10])[c:11]1[F:12]>>[F:1][c:22]1[n:21]2[c:20]([cH:19][c:18]([Cl:17])[cH:23]1)[c:27]([C:28](=[O:29])[N:30]([C:31]([O:32][C:33]([CH3:34])([CH3:35])[CH3:36])=[O:37])[CH3:38])[c:26](-[c:39]1[cH:40][cH:41][c:42]([F:45])[cH:43][cH:44]1)[n:25]2.